This data is from the Open Reaction Database (ORD), a public repository of structured organic reaction records. The task is: describe an organic reaction: reactants, conditions, products, and yield Starting materials: C1CCOC1, CC(C)(C)CC=O, CC(Cl)Cl, CCCC(NC(=O)Cc1cc(F)cc(F)c1)C(=O)Nc1cn(C2CCNCC2)cn1. The product is CCCC(NC(=O)Cc1cc(F)cc(F)c1)C(=O)Nc1cn(C2CCN(CCC(C)(C)C)CC2)cn1. As a reaction SMILES: [CH2:42]1[O:43][CH2:44][CH2:45][CH2:46]1.[CH3:35][C:36]([CH2:37][CH:38]=[O:39])([CH3:40])[CH3:41].[Cl:31][CH:32]([Cl:33])[CH3:34].[NH:1]1[CH2:2][CH2:3][CH:4]([n:7]2[cH:8][n:9][c:10]([NH:12][C:13]([CH:14]([CH2:15][CH2:16][CH3:17])[NH:18][C:19]([CH2:20][c:21]3[cH:22][c:23]([F:28])[cH:24][c:25]([F:27])[cH:26]3)=[O:29])=[O:30])[cH:11]2)[CH2:5][CH2:6]1>>[N:1]1([CH2:38][CH2:37][C:36]([CH3:35])([CH3:40])[CH3:41])[CH2:2][CH2:3][CH:4]([n:7]2[cH:8][n:9][c:10]([NH:12][C:13]([CH:14]([CH2:15][CH2:16][CH3:17])[NH:18][C:19]([CH2:20][c:21]3[cH:22][c:23]([F:28])[cH:24][c:25]([F:27])[cH:26]3)=[O:29])=[O:30])[cH:11]2)[CH2:5][CH2:6]1.